Dataset: the Open Reaction Database (ORD), a public repository of structured organic reaction records. Task: describe an organic reaction: reactants, conditions, products, and yield Reaction conditions: time 15 minute. Product: CN1C=C2C(C1)C1=C(CC3=C2C=CC=C3)C=CC=C1 (2-methyl-2,3,3a,8-tetrahydro-dibenzo[ 1,2;5,6]cyclohepta[3,4-c]pyrrole). The yield is 38.0%. Procedure details: 0.7 g cis-2-methyl-3,3a,8,12b-tetrahydro-dibenzo[ 1,2;5,6]cyclohepta[3,4-c]pyrrol-1(2H)-one is dissolved in 25 ml dry ether/tetrahydrofuran (1:1). This solution is slowly added at 0° C. to a suspension of 0.35 g LiAlH4 in 20 ml ether/t.h.f. (1:1). After stirring for 15 minutes, water is added and the mixture is then filtered. The filtrate is subsequently evaporated to dryness under vacuum. This gives an oily residue, weighing about 0.7 g. Addition of 8 ml ethanol to this residue results in the f... RXN SMILES: [CH3:1][N:2]1[CH2:6][C@@H:5]2[C:7]3[CH:19]=[CH:18][CH:17]=[CH:16][C:8]=3[CH2:9][C:10]3[CH:15]=[CH:14][CH:13]=[CH:12][C:11]=3[C@@H:4]2[C:3]1=O.[H-].[H-].[H-].[H-].[Li+].[Al+3].O.C(O)C>CCOCC.O1CCCC1.CCOCC>[CH3:1][N:2]1[CH2:6][CH:5]2[C:7]3[CH:19]=[CH:18][CH:17]=[CH:16][C:8]=3[CH2:9][C:10]3[CH:15]=[CH:14][CH:13]=[CH:12][C:11]=3[C:4]2=[CH:3]1 |f:1.2.3.4.5.6,9.10|. Run in CCOCC (ether), CCOCC.O1CCCC1 (ether tetrahydrofuran). The reactants are [H-].[H-].[H-].[H-].[Li+].[Al+3] (LiAlH4), C(C)O (ethanol), CN1C([C@@H]2[C@H](C1)C1=C(CC3=C2C=CC=C3)C=CC=C1)=O (cis-2-methyl-3,3a,8,12b-tetrahydro-dibenzo[ 1,2;5,6]cyclohepta[3,4-c]pyrrol-1(2H)-one), O (water). Starting materials: [H-].[Na+] (sodium hydride), solution, ClC1=NC=NC(=C1)OC(C(C)C)C (4-chloro-6-(1,2-dimethylpropyloxy)pyrimidine), solution, C(C#CC)O (2-butyn-1-ol), [Cl-].[NH4+] (ammonium chloride). Solvent: O1CCCC1 (tetrahydrofuran), O1CCCC1 (tetrahydrofuran), O1CCCC1 (tetrahydrofuran). Run at time 10 minute. Yields the product C(C#CC)OC1=NC=NC(=C1)OC(C(C)C)C (4-(2-butynyloxy)-6-(1,2-dimethylpropyloxy)pyrimidine). The yield is 100.3%. RXN SMILES: [H-].[Na+].[CH2:3]([OH:7])[C:4]#[C:5][CH3:6].Cl[C:9]1[CH:14]=[C:13]([O:15][CH:16]([CH3:20])[CH:17]([CH3:19])[CH3:18])[N:12]=[CH:11][N:10]=1.[Cl-].[NH4+]>O1CCCC1>[CH2:3]([O:7][C:9]1[CH:14]=[C:13]([O:15][CH:16]([CH3:20])[CH:17]([CH3:19])[CH3:18])[N:12]=[CH:11][N:10]=1)[C:4]#[C:5][CH3:6] |f:0.1,4.5|. Procedure details: In 3.5 ml of tetrahydrofuran was suspended 0.09 g of sodium hydride (60% in oil), to which 0.5 ml of a solution containing 0.13 g of 2-butyn-1-ol in tetrahydrofuran was added dropwise at room temperature, followed by stirring for 10 minutes. To this was added dropwise 0.5 ml of a solution containing 0.35 g of 4-chloro-6-(1,2-dimethylpropyloxy)pyrimidine in tetrahydrofuran at 0° C., followed by stirring at the same temperature for 4 hours. The reaction mixture was then poured into a saturated aqu... Reactants: CC(=O)OCc1c(B2OC(C)(C)C(C)(C)O2)cccc1N1CCn2c(cc3c2CCCC3)C1=O, CC(=O)[O-], CC#N, Cn1nc(Cl)cc(Nc2cc3n(n2)CCOC3)c1=O, [K+], [K+], [K+], [Na+], O, O=P([O-])([O-])[O-]. Yields the product CC(=O)OCc1c(-c2cc(Nc3cc4n(n3)CCOC4)c(=O)n(C)n2)cccc1N1CCn2c(cc3c2CCCC3)C1=O. Reaction SMILES: [C:20]([CH3:21])(=[O:22])[O:23][CH2:24][c:25]1[c:26]([N:40]2[C:41](=[O:53])[c:42]3[n:43]([c:44]4[c:49]([cH:50]3)[CH2:48][CH2:47][CH2:46][CH2:45]4)[CH2:51][CH2:52]2)[cH:27][cH:28][cH:29][c:30]1[B:31]1[O:32][C:33]([CH3:34])([CH3:35])[C:36]([CH3:37])([CH3:38])[O:39]1.[C:62]([O-:63])(=[O:64])[CH3:65].[CH3:67][C:68]#[N:69].[Cl:1][c:2]1[cH:3][c:4]([NH:10][c:11]2[n:12][n:13]3[c:14]([cH:19]2)[CH2:15][O:16][CH2:17][CH2:18]3)[c:5](=[O:9])[n:6]([CH3:8])[n:7]1.[K+:59].[K+:60].[K+:61].[Na+:66].[OH2:70].[P:54]([O-:55])([O-:56])([O-:57])=[O:58]>>[c:2]1(-[c:30]2[c:25]([CH2:24][O:23][C:20]([CH3:21])=[O:22])[c:26]([N:40]3[C:41](=[O:53])[c:42]4[n:43]([c:44]5[c:49]([cH:50]4)[CH2:48][CH2:47][CH2:46][CH2:45]5)[CH2:51][CH2:52]3)[cH:27][cH:28][cH:29]2)[cH:3][c:4]([NH:10][c:11]2[n:12][n:13]3[c:14]([cH:19]2)[CH2:15][O:16][CH2:17][CH2:18]3)[c:5](=[O:9])[n:6]([CH3:8])[n:7]1. Starting materials: C(C)(C)(C)OC(=O)C(C(=O)OC(C)(C)C)CCOCC (t-butyl 2-t-butoxycarbonyl-4-ethoxybutyrate), [OH-].[K+] (potassium hydroxide). Run in O1CCOCC1 (dioxane), O (water). The product is C(C)(C)(C)OC(=O)C(C(=O)O)CCOCC (2-t-butoxycarbonyl-4-ethoxybutyric acid). Isolated yield 26.3%. As a reaction SMILES: [C:1]([O:5][C:6]([CH:8]([CH2:16][CH2:17][O:18][CH2:19][CH3:20])[C:9]([O:11]C(C)(C)C)=[O:10])=[O:7])([CH3:4])([CH3:3])[CH3:2].[OH-].[K+]>O1CCOCC1.O>[C:1]([O:5][C:6]([CH:8]([CH2:16][CH2:17][O:18][CH2:19][CH3:20])[C:9]([OH:11])=[O:10])=[O:7])([CH3:3])([CH3:2])[CH3:4] |f:1.2|. Procedure details: To a solution of the product from step (a) (5 g) in dioxane (25 ml) was added a solution of potassium hydroxide (1 g) in water (20 ml). The cloudy reaction mixture was heated to reflux for 5.5 hours and then evaporated to dryness. The residue was dissolved in water, washed with ether, and acidified to pH 4 with conc. HCl. The mixture was extracted thoroughly with ethyl acetate and the combined extracts were washed with brine, dried (MgSO4) and evaporated to give 2-t-butoxycarbonyl-4-ethoxybutyri... Reactants: FC(COC1=C(C=C(C=C1F)C(C)=O)F)F (1-(4-(2,2-difluoroethoxy)-3,5-difluorophenyl)ethanone), CC(C)(C)[S@@](=O)N ((R)-2-methylpropane-2-sulfinamide), Amine-1. Procedure: The title compound is prepared in 88% yield (750 mg, a white solid) from 1-(4-(2,2-difluoroethoxy)-3,5-difluorophenyl)ethanone (590 mg, 2.5 mmol, Step-1) and (R)-2-methylpropane-2-sulfinamide by the similar manner in Step-4 of Amine-1. As a reaction SMILES: [F:1][CH:2]([F:16])[CH2:3][O:4][C:5]1[C:10]([F:11])=[CH:9][C:8]([C:12](=O)[CH3:13])=[CH:7][C:6]=1[F:15].[CH3:17][C:18]([S@:21]([NH2:23])=[O:22])([CH3:20])[CH3:19]>>[F:1][CH:2]([F:16])[CH2:3][O:4][C:5]1[C:10]([F:11])=[CH:9][C:8]([CH:12]([NH:23][S@@:21]([C:18]([CH3:20])([CH3:19])[CH3:17])=[O:22])[CH3:13])=[CH:7][C:6]=1[F:15]. Isolated yield 88.0%. Yields the product FC(COC1=C(C=C(C=C1F)C(C)N[S@](=O)C(C)(C)C)F)F ((R)—N-(1-(4-(2,2-difluoroethoxy)-3,5-difluorophenyl)ethyl)-2-methylpropane-2-sulfinamide). Reactants: CC=1NC2=CC=C(C=C2C1)O (2-methyl-5-indolol), FC1=C(C(=O)OC)C=CC(=C1)F (methyl 2,4-difluorobenzoate), FC1=C(C(=O)OCC)C=CC(=C1)F (ethyl 2,4-difluorobenzoate). Product: NC=1C(=C(OC2=C(C(=O)OC)C=CC(=C2)F)C=CC1)C (methyl 2-(3-amino-2-methylphenoxy)-4-fluorobenzoate). As a reaction SMILES: CC1[NH:3][C:4]2[C:9]([CH:10]=1)=[CH:8][C:7](O)=[CH:6][CH:5]=2.F[C:13]1[CH:22]=[C:21]([F:23])[CH:20]=[CH:19][C:14]=1[C:15]([O:17][CH3:18])=[O:16].FC1C=C(F)C=CC=1C(OCC)=[O:28]>>[NH2:3][C:4]1[C:9]([CH3:10])=[C:8]([CH:7]=[CH:6][CH:5]=1)[O:28][C:13]1[CH:22]=[C:21]([F:23])[CH:20]=[CH:19][C:14]=1[C:15]([O:17][CH3:18])=[O:16]. Reported procedure: The title compound was prepared by substituting 3-amino-2-methylphenol for 2-methyl-5-indolol and methyl 2,4-difluorobenzoate for ethyl 2,4-difluorobenzoate in EXAMPLE 3A. Starting materials: Nc1ncnc2[nH]c(Sc3cc4c(cc3Br)OCO4)nc12, Cc1ccc(S(=O)(=O)OCCC2CCN(C(=O)C(C)O[Si](c3ccccc3)(c3ccccc3)C(C)(C)C)CC2)cc1. Product: CC(O[Si](c1ccccc1)(c1ccccc1)C(C)(C)C)C(=O)N1CCC(CCn2c(Sc3cc4c(cc3Br)OCO4)nc3c(N)ncnc32)CC1. Reaction SMILES: [Br:1][c:2]1[c:3]([S:11][c:12]2[nH:13][c:14]3[n:15][cH:16][n:17][c:18]([NH2:21])[c:19]3[n:20]2)[cH:4][c:5]2[c:6]([cH:10]1)[O:7][CH2:8][O:9]2.[CH3:22][c:23]1[cH:24][cH:25][c:26]([S:27]([O:28][CH2:33][CH2:34][CH:35]2[CH2:36][CH2:37][N:38]([C:41]([CH:42]([CH3:43])[O:44][Si:45]([c:46]3[cH:47][cH:48][cH:49][cH:50][cH:51]3)([c:52]3[cH:53][cH:54][cH:55][cH:56][cH:57]3)[C:58]([CH3:59])([CH3:60])[CH3:61])=[O:62])[CH2:39][CH2:40]2)(=[O:29])=[O:30])[cH:31][cH:32]1>>[Br:1][c:2]1[c:3]([S:11][c:12]2[n:13]([CH2:33][CH2:34][CH:35]3[CH2:36][CH2:37][N:38]([C:41]([CH:42]([CH3:43])[O:44][Si:45]([c:46]4[cH:47][cH:48][cH:49][cH:50][cH:51]4)([c:52]4[cH:53][cH:54][cH:55][cH:56][cH:57]4)[C:58]([CH3:59])([CH3:60])[CH3:61])=[O:62])[CH2:39][CH2:40]3)[c:14]3[n:15][cH:16][n:17][c:18]([NH2:21])[c:19]3[n:20]2)[cH:4][c:5]2[c:6]([cH:10]1)[O:7][CH2:8][O:9]2. Starting materials: O1CCOCC1 (dioxane), C(C)(C)(C)P(C1=C(C=CC=C1)C1=C(C=C(C=C1C(C)C)C(C)C)C(C)C)C(C)(C)C (2-di-tert-butylphosphino-2′,4′,6′-triisopropylbiphenyl), [OH-].[K+] (KOH), solution, BrC1=CC2=C(C(C=3NC4=CC(=CC=C4C3C2=O)Cl)(C)C)C=C1OC[C@@H]1OC(OC1)(C)C (9-Bromo-3-chloro-8-((S)-2,2-dimethyl-[1,3]dioxolan-4-ylmethoxy)-6,6-dimethyl-5,6-dihydro-benzo[b]carbazol-11-one). The solvent is O (water). Run at temperature 60 celsius, time 12 hour. The product is OC1=CC2=C(C(C=3NC4=CC(=CC=C4C3C2=O)Cl)(C)C)C=C1OC[C@@H]1OC(OC1)(C)C (9-Hydroxy-3-chloro-8-((S)-2,2-dimethyl-[1,3]dioxolan-4-ylmethoxy)-6,6-dimethyl-5,6-dihydro-benzo[b]carbazol-11-one). Reaction SMILES: Br[C:2]1[C:22]([O:23][CH2:24][C@H:25]2[CH2:29][O:28][C:27]([CH3:31])([CH3:30])[O:26]2)=[CH:21][C:5]2[C:6]([CH3:20])([CH3:19])[C:7]3[NH:8][C:9]4[C:14]([C:15]=3[C:16](=[O:17])[C:4]=2[CH:3]=1)=[CH:13][CH:12]=[C:11]([Cl:18])[CH:10]=4.[O:32]1CCOCC1.C(P(C(C)(C)C)C1C=CC=CC=1C1C(C(C)C)=CC(C(C)C)=CC=1C(C)C)(C)(C)C.[OH-].[K+]>O>[OH:32][C:2]1[C:22]([O:23][CH2:24][C@H:25]2[CH2:29][O:28][C:27]([CH3:31])([CH3:30])[O:26]2)=[CH:21][C:5]2[C:6]([CH3:20])([CH3:19])[C:7]3[NH:8][C:9]4[C:14]([C:15]=3[C:16](=[O:17])[C:4]=2[CH:3]=1)=[CH:13][CH:12]=[C:11]([Cl:18])[CH:10]=4 |f:3.4|. Procedure details: 9-Bromo-3-chloro-8-((S)-2,2-dimethyl-[1,3]dioxolan-4-ylmethoxy)-6,6-dimethyl-5,6-dihydro-benzo[b]carbazol-11-one (Compound S7-1, 30 mg, 0.06 mmol) was dissolved in the mixture solvent of water.dioxane (1:1) (0.5 mL), added with tris(benzylidenacetone dipalladium)chloroform complex (3.1 mg, 0.05 eq.), 2-di-tert-butylphosphino-2′,4′,6′-triisopropylbiphenyl (2.5 mg, 0.1 eq.) and KOH (0.5 N aqueous solution 180 μL, 1.5 eq.), and stirred at 60° C. for 12 hr. After cooling, the reaction solution was c...